This data is from the Open Reaction Database (ORD), a public repository of structured organic reaction records. The task is: describe an organic reaction: reactants, conditions, products, and yield The reactants are C1(CC1)C1=CC=C(C=O)C=C1 (4-cyclopropyl benzaldehyde), CN(C)C=O (DMF), BrC1=CC=C(C=C1)C1(CCC1)OC (1-bromo-4-(1-methoxycyclobutyl)-benzene), [Li]CCCC (n-BuLi). The product is COC1(CCC1)C1=CC=C(C=O)C=C1 (4-(1-methoxycyclobutyl)-benzaldehyde). Isolated yield 69.0%. As a reaction SMILES: C1(C2C=CC([CH:8]=[O:9])=CC=2)CC1.Br[C:13]1[CH:18]=[CH:17][C:16]([C:19]2([O:23][CH3:24])[CH2:22][CH2:21][CH2:20]2)=[CH:15][CH:14]=1.[Li]CCCC.CN(C=O)C>>[CH3:24][O:23][C:19]1([C:16]2[CH:17]=[CH:18][C:13]([CH:8]=[O:9])=[CH:14][CH:15]=2)[CH2:22][CH2:21][CH2:20]1. Procedure details: The title compound was synthesized in analogy to 4-cyclopropyl benzaldehyde (described in example S53) using 1-bromo-4-(1-methoxycyclobutyl)-benzene (140 mg, 0.58 mmol), n-BuLi (363 μl, 1.6M solution in hexane, 0.58 mmol) and DMF (90 μl, 1.16 mmol). The isolated residue was purified by flash column chromatography (1:9 ether:pentane) to give 4-(1-methoxycyclobutyl)-benzaldehyde (76 mg, 69%) as a colorless oil. 1H NMR (CDCl3, 300 MHz): δ 10.03 (s, 1H), 7.91 (d, J=8.5 Hz, 2H), 7.61 (d, J=8.5 Hz, 2H... Reactants: ClC(=O)OC (Methyl chloroformate), NC[C@@H]1CN(C(O1)=O)C=1C=C2CC(N(C2=C(C1)F)C1CC1)=O ((R)-5-(5-aminomethyl-2-oxo-oxazolidin-3-yl)-1-cyclopropyl-7-fluoro-1,3-dihydro-indol-2-one), C(C)(C)N(CC)C(C)C (diisopropylethylamine). Solvent: ClCCl (dichloromethane), ClCCl (dichloromethane). Run at temperature 0 celsius, time 30 minute. The product is COC(NC[C@H]1CN(C(O1)=O)C=1C=C2CC(N(C2=C(C1)F)C1CC1)=O)=O ((S)-[3-(1-cyclopropyl-7-fluoro-2-oxo-2,3-dihydro-1H-indol-5-yl)-2-oxo-oxazolidin-5-ylmethyl]-carbamic acid methyl ester). RXN SMILES: Cl[C:2]([O:4][CH3:5])=[O:3].[NH2:6][CH2:7][C@H:8]1[O:12][C:11](=[O:13])[N:10]([C:14]2[CH:15]=[C:16]3[C:20](=[C:21]([F:23])[CH:22]=2)[N:19]([CH:24]2[CH2:26][CH2:25]2)[C:18](=[O:27])[CH2:17]3)[CH2:9]1.C(N(C(C)C)CC)(C)C>ClCCl>[CH3:5][O:4][C:2](=[O:3])[NH:6][CH2:7][C@@H:8]1[O:12][C:11](=[O:13])[N:10]([C:14]2[CH:15]=[C:16]3[C:20](=[C:21]([F:23])[CH:22]=2)[N:19]([CH:24]2[CH2:26][CH2:25]2)[C:18](=[O:27])[CH2:17]3)[CH2:9]1. Reported procedure: Methyl chloroformate (0.055 ml, 0.715 mmol) is added dropwise to (R)-5-(5-aminomethyl-2-oxo-oxazolidin-3-yl)-1-cyclopropyl-7-fluoro-1,3-dihydro-indol-2-one (Example 50, Step 5, 0.200 g, 0.476 mmol) and diisopropylethylamine (0.349 ml, 1.90 mmol) in dichloromethane (5 ml) at 0° C. The reaction is stirred at 0° C. for 30 minutes and then allowed to warm at room temperature. The reaction mixture is diluted with dichloromethane, washed with water and brine, dried (Na2SO4) and evaporated. The residue...